From a dataset of the Open Reaction Database (ORD), a public repository of structured organic reaction records. describe an organic reaction: reactants, conditions, products, and yield Starting materials: ClC1=CC=C(C(=C1S(=O)(=O)N(CC)OC)O)NC1=C(C(C1=O)=O)OCC (6-chloro-3-(2-ethoxy-3,4-dioxo-cyclobut-1-enylamino)-2-hydroxy-N-methoxy-N-ethyl-benzenesulfonamide), COCCONC (O-(2-Methoxy-ethyl)-N-methyl-hydroxylamine), Cl.C(C)NOC (N-Ethyl-O-methylhydroxylamine hydrochloride), COCCONC (O-(2-Methoxy-ethyl)-N-methyl-hydroxylamine). The product is ClC1=CC=C(C(=C1S(=O)(=O)N(C)OCCOC)O)NC1=C(C(C1=O)=O)OCC (6-Chloro-3-(2-ethoxy-3,4-dioxo-cyclobut-1-enylamino)-2-hydroxy-N-(2-methoxy-ethoxy)-N-methyl-benzenesulfonamide). Reaction SMILES: [Cl:1][C:2]1[C:7]([S:8]([N:11]([O:14][CH3:15])[CH2:12]C)(=[O:10])=[O:9])=[C:6]([OH:16])[C:5]([NH:17][C:18]2[C:21](=[O:22])[C:20](=[O:23])[C:19]=2[O:24][CH2:25][CH3:26])=[CH:4][CH:3]=1.Cl.C(NOC)C.[CH3:33][O:34][CH2:35]CONC>>[Cl:1][C:2]1[C:7]([S:8]([N:11]([O:14][CH2:15][CH2:33][O:34][CH3:35])[CH3:12])(=[O:10])=[O:9])=[C:6]([OH:16])[C:5]([NH:17][C:18]2[C:21](=[O:22])[C:20](=[O:23])[C:19]=2[O:24][CH2:25][CH3:26])=[CH:4][CH:3]=1 |f:1.2|. Procedure details: This compound was prepared analogously to 6-chloro-3-(2-ethoxy-3,4-dioxo-cyclobut-1-enylamino)-2-hydroxy-N-methoxy-N-ethyl-benzenesulfonamide (Intermediate FA) by replacing N-ethyl-O-methylhydroxylamine hydrochloride (Intermediate G) with O-(2-Methoxy-ethyl)-N-methyl-hydroxylamine (Intermediate K). [M+H]+ 435 Reactants: ClC1=C(C(=O)NCC)C(=CC=C1)[Si](C)(C)C (2-Chloro-N-ethyl-6-(trimethylsilyl)benzamide), C(OC(C)(C)C)(OC(C)(C)C)=O (di-t-butyl carbonate), C(C)#N (acetonitrile), C(OC(C)(C)C)(OC(C)(C)C)=O (di-t-butyl carbonate), C(OC(C)(C)C)(OC(C)(C)C)=O (di-t-butyl carbonate). The reagents and catalysts are CN(C1=CC=NC=C1)C (4-dimethylaminopyridine). Run at time 1 day. Product: ClC1=C(C(=O)CCNC(OC(C)(C)C)=O)C(=CC=C1)[Si](C)(C)C ([2-Chloro-6-(trimethylsilyl)benzoyl]ethylcarbamic acid, 1,1-dimethylethyl ester). As a reaction SMILES: [Cl:1][C:2]1[CH:12]=[CH:11][CH:10]=[C:9]([Si:13]([CH3:16])([CH3:15])[CH3:14])[C:3]=1[C:4](NCC)=[O:5].[C:17](=[O:28])([O:23][C:24]([CH3:27])([CH3:26])[CH3:25])OC(C)(C)C.[C:29](#[N:31])[CH3:30]>CN(C)C1C=CN=CC=1>[Cl:1][C:2]1[CH:12]=[CH:11][CH:10]=[C:9]([Si:13]([CH3:14])([CH3:15])[CH3:16])[C:3]=1[C:4]([CH2:30][CH2:29][NH:31][C:17](=[O:28])[O:23][C:24]([CH3:25])([CH3:26])[CH3:27])=[O:5]. Procedure: To a solution of the compound of example 45 (3.83 g, 15 mmol) and di-t-butyl carbonate (3.60 g, 16.5 mmol) in acetonitrile was added 4-dimethylaminopyridine (0.18 g, 1.5 mmol). The solution was stirred at RT for 1 day, additional di-t-butyl carbonate (3.60 g) was added and stirring was continued for 3 days. Additional di-t-butyl carbonate (3.60 g) was added and the reaction was stirred overnight and concentrated. The residue was diluted with ether, washed with sat citric acid, sat NaHCO3, brine,... Reactants: CCOC(C)=O, O=C(Cl)c1ccccc1Cl, CN(C)S(=O)(=O)c1ccc(-n2nc(C(N)=O)c3c2-c2cc(N)ccc2CC3)cc1, c1ccncc1. Yields the product CN(C)S(=O)(=O)c1ccc(-n2nc(C(N)=O)c3c2-c2cc(NC(=O)c4ccccc4Cl)ccc2CC3)cc1. RXN SMILES: [CH3:40][CH2:41][O:42][C:43]([CH3:44])=[O:45].[Cl:30][c:31]1[c:32]([C:33](=[O:34])[Cl:35])[cH:36][cH:37][cH:38][cH:39]1.[NH2:1][c:2]1[cH:3][c:4]2[c:5]([cH:28][cH:29]1)[CH2:6][CH2:7][c:8]1[c:9]([C:25](=[O:26])[NH2:27])[n:10][n:11](-[c:13]3[cH:14][cH:15][c:16]([S:19](=[O:20])(=[O:21])[N:22]([CH3:23])[CH3:24])[cH:17][cH:18]3)[c:12]1-2.[cH:46]1[cH:47][cH:48][n:49][cH:50][cH:51]1>>[NH:1]([c:2]1[cH:3][c:4]2[c:5]([cH:28][cH:29]1)[CH2:6][CH2:7][c:8]1[c:9]([C:25](=[O:26])[NH2:27])[n:10][n:11](-[c:13]3[cH:14][cH:15][c:16]([S:19](=[O:20])(=[O:21])[N:22]([CH3:23])[CH3:24])[cH:17][cH:18]3)[c:12]1-2)[C:33]([c:32]1[c:31]([Cl:30])[cH:39][cH:38][cH:37][cH:36]1)=[O:34]. Starting materials: ClCC1=CC=C(C(=O)OC)C=C1 (methyl 4-chloromethylbenzoate), [H-].[Na+] (sodium hydride), C(CC(=O)OCC=C)(=O)OCC=C (diallyl malonate), Cl (hydrochloric acid). Run in O1CCOCC1 (dioxane), O (water), O1CCOCC1 (dioxane), C1CCOC1 (THF). Reaction conditions: time 1 hour. Product: COC(=O)C1=CC=C(CC(C(=O)OCC=C)C(=O)OCC=C)C=C1 (Diallyl 2-(4-methoxycarbonylbenzyl)malonate). Yield: 86.7%. RXN SMILES: [H-].[Na+].[C:3]([O:12][CH2:13][CH:14]=[CH2:15])(=[O:11])[CH2:4][C:5]([O:7][CH2:8][CH:9]=[CH2:10])=[O:6].Cl[CH2:17][C:18]1[CH:27]=[CH:26][C:21]([C:22]([O:24][CH3:25])=[O:23])=[CH:20][CH:19]=1.Cl>O1CCOCC1.C1COCC1.O>[CH3:25][O:24][C:22]([C:21]1[CH:26]=[CH:27][C:18]([CH2:17][CH:4]([C:5]([O:7][CH2:8][CH:9]=[CH2:10])=[O:6])[C:3]([O:12][CH2:13][CH:14]=[CH2:15])=[O:11])=[CH:19][CH:20]=1)=[O:23] |f:0.1|. Procedure: 14.42 g (0.36 mol) of sodium hydride are added in portions to a solution of 56.7 g (0.3 mol) of diallyl malonate in 375 ml of dioxane and 75 ml of THF at 0° C. After warming to room temperature, the mixture is stirred at 40° C. for 1 hour. Subsequently, 111.88 g (0.6 mol) of methyl 4-chloromethylbenzoate, dissolved in 375 ml of dioxane, are slowly added dropwise at 40° C., and the reaction solution is stirred at 110° C. overnight. After cooling to room temperature, the reaction mixture is added ...